Dataset: the Open Reaction Database (ORD), a public repository of structured organic reaction records. Task: describe an organic reaction: reactants, conditions, products, and yield Reactants: COc1cc(-c2ccco2)cc(OC)c1Br, C1CCOC1, CC(C)[N-]C(C)C, [Li+], COC(C(=O)N(C)OC)c1ccc(-n2nccn2)cc1. Product: COc1cc(-c2ccc(C(=O)C(OC)c3ccc(-n4nccn4)cc3)o2)cc(OC)c1Br. RXN SMILES: [Br:1][c:2]1[c:3]([O:15][CH3:16])[cH:4][c:5](-[c:10]2[o:11][cH:12][cH:13][cH:14]2)[cH:6][c:7]1[O:8][CH3:9].[CH2:45]1[O:46][CH2:47][CH2:48][CH2:49]1.[CH:17]([N-:18][CH:19]([CH3:20])[CH3:21])([CH3:22])[CH3:23].[Li+:24].[n:25]1[n:26](-[c:30]2[cH:31][cH:32][c:33]([CH:36]([C:37](=[O:38])[N:39]([O:40][CH3:41])[CH3:42])[O:43][CH3:44])[cH:34][cH:35]2)[n:27][cH:28][cH:29]1>>[Br:1][c:2]1[c:3]([O:15][CH3:16])[cH:4][c:5](-[c:10]2[o:11][c:12]([C:37]([CH:36]([c:33]3[cH:32][cH:31][c:30](-[n:26]4[n:25][cH:29][cH:28][n:27]4)[cH:35][cH:34]3)[O:43][CH3:44])=[O:38])[cH:13][cH:14]2)[cH:6][c:7]1[O:8][CH3:9]. Procedure details: A solution of m-chloroperbenzoic acid (7 g) in ethyl acetate (35 ml) was added to a solution of benzhydryl 7-phenylacetamido-3-(2,2-dichlorovinyl)-2-cephem-4-carboxylate (15 g) in ethyl acetate (75 ml) under ice-cooling and the mixture was stirred at the same temperature for an hour. The precipitates were collected by filtration to give benzhydryl 7-phenylacetamido-3-(2,2-dichlorovinyl)-3-cephem-4-carboxylate-1-oxide (6.57 g). As a reaction SMILES: ClC1C=CC=C(C(OO)=[O:9])C=1.[C:12]1([CH2:18][C:19]([NH:21][CH:22]2[C:49](=[O:50])[N:24]3[CH:25]([C:33]([O:35][CH:36]([C:43]4[CH:48]=[CH:47][CH:46]=[CH:45][CH:44]=4)[C:37]4[CH:42]=[CH:41][CH:40]=[CH:39][CH:38]=4)=[O:34])[C:26]([CH:29]=[C:30]([Cl:32])[Cl:31])=[CH:27][S:28][C@H:23]23)=[O:20])[CH:17]=[CH:16][CH:15]=[CH:14][CH:13]=1>C(OCC)(=O)C>[C:12]1([CH2:18][C:19]([NH:21][CH:22]2[C:49](=[O:50])[N:24]3[C:25]([C:33]([O:35][CH:36]([C:37]4[CH:38]=[CH:39][CH:40]=[CH:41][CH:42]=4)[C:43]4[CH:44]=[CH:45][CH:46]=[CH:47][CH:48]=4)=[O:34])=[C:26]([CH:29]=[C:30]([Cl:31])[Cl:32])[CH2:27][S:28](=[O:9])[C@H:23]23)=[O:20])[CH:17]=[CH:16][CH:15]=[CH:14][CH:13]=1. Yields the product C1(=CC=CC=C1)CC(=O)NC1[C@@H]2N(C(=C(CS2=O)C=C(Cl)Cl)C(=O)OC(C2=CC=CC=C2)C2=CC=CC=C2)C1=O (benzhydryl 7-phenylacetamido-3-(2,2-dichlorovinyl)-3-cephem-4-carboxylate-1-oxide). Solvent: C(C)(=O)OCC (ethyl acetate), C(C)(=O)OCC (ethyl acetate). Isolated yield 42.6%. The reactants are ClC1=CC(=CC=C1)C(=O)OO (m-chloroperbenzoic acid), C1(=CC=CC=C1)CC(=O)NC1[C@@H]2N(C(C(=CS2)C=C(Cl)Cl)C(=O)OC(C2=CC=CC=C2)C2=CC=CC=C2)C1=O (benzhydryl 7-phenylacetamido-3-(2,2-dichlorovinyl)-2-cephem-4-carboxylate).